From a dataset of the Open Reaction Database (ORD), a public repository of structured organic reaction records. describe an organic reaction: reactants, conditions, products, and yield Starting materials: CCCC(=O)C1C(=O)CC(C2CCCCCCC2)CC1=O, CCON, CCO. Product: CCCC(NOCC)=C1C(=O)CC(C2CCCCCCC2)CC1=O. As a reaction SMILES: [C:1]([CH2:2][CH2:3][CH3:4])(=[O:5])[CH:6]1[C:7](=[O:21])[CH2:8][CH:9]([CH:13]2[CH2:14][CH2:15][CH2:16][CH2:17][CH2:18][CH2:19][CH2:20]2)[CH2:10][C:11]1=[O:12].[CH2:22]([CH3:23])[O:24][NH2:25].[CH3:26][CH2:27][OH:28]>>[C:1]([CH2:2][CH2:3][CH3:4])(=[C:6]1[C:7](=[O:21])[CH2:8][CH:9]([CH:13]2[CH2:14][CH2:15][CH2:16][CH2:17][CH2:18][CH2:19][CH2:20]2)[CH2:10][C:11]1=[O:12])[NH:25][O:24][CH2:22][CH3:23]. Reactants: C(C(C)C)=O (isobutyraldehyde), C([O-])(O)=O.[Na+] (sodium bicarbonate), C(C1=CC=CC=C1)(C1=CC=CC=C1)C1OC[C@H](N1CC(=O)OC(C)(C)C)C1=CC=CC=C1 (tert-butyl ((4R)-2-benzhydryl-4-phenyl-oxazolidin-3-yl)-acetate), C(C)(C)[N-]C(C)C.[Li+] (lithium diisopropylamide). Solvent: O1CCCC1 (tetrahydrofuran), O1CCCC1 (terahydrofuran). Run at temperature -78 celsius, time 1 hour. The product is C(C)(C)(C)OC([C@H]([C@H](C(C)C)O)N1C(OC[C@H]1C1=CC=CC=C1)C(C1=CC=CC=C1)C1=CC=CC=C1)=O ((2S,3S)-2-((4R)-2-benzhydryl-4-phenyl-oxazolidin-3-yl)-3-hydroxy-4-methyl-pentanoic acid tert-butyl ester). RXN SMILES: [CH:1]([CH:14]1[N:18]([CH2:19][C:20]([O:22][C:23]([CH3:26])([CH3:25])[CH3:24])=[O:21])[C@H:17]([C:27]2[CH:32]=[CH:31][CH:30]=[CH:29][CH:28]=2)[CH2:16][O:15]1)([C:8]1[CH:13]=[CH:12][CH:11]=[CH:10][CH:9]=1)[C:2]1[CH:7]=[CH:6][CH:5]=[CH:4][CH:3]=1.C([N-]C(C)C)(C)C.[Li+].[CH:41](=[O:45])[CH:42]([CH3:44])[CH3:43].C(=O)(O)[O-].[Na+]>O1CCCC1>[C:23]([O:22][C:20](=[O:21])[C@@H:19]([N:18]1[C@H:17]([C:27]2[CH:32]=[CH:31][CH:30]=[CH:29][CH:28]=2)[CH2:16][O:15][CH:14]1[CH:1]([C:2]1[CH:7]=[CH:6][CH:5]=[CH:4][CH:3]=1)[C:8]1[CH:9]=[CH:10][CH:11]=[CH:12][CH:13]=1)[C@@H:41]([OH:45])[CH:42]([CH3:44])[CH3:43])([CH3:26])([CH3:24])[CH3:25] |f:1.2,4.5|. Procedure details: A solution of tert-butyl ((4R)-2-benzhydryl-4-phenyl-oxazolidin-3-yl)-acetate (3.0 g, 6.98 mmole, obtained from Reference Example 10) in anhydrous terahydrofuran (86 ml) was cooled at −78° C. under argon. A solution of lithium diisopropylamide (2M solution in heptane/tetrahydrofuran/ethylbenzene, Aldrich) was added dropwise over a period of 10 min, and the resulting orange solution was stirred at −78° C. for 1 h. A solution of isobutyraldehyde in anhydrous tetrahydrofuran (10 ml) was added to th... Starting materials: C#Cc1cccc(C)c1, CCn1ncc(-n2cc(I)nc2C)cc1=O. The product is CCn1ncc(-n2cc(C#Cc3cccc(C)c3)nc2C)cc1=O. As a reaction SMILES: [C:17](#[CH:18])[c:19]1[cH:20][c:21]([CH3:25])[cH:22][cH:23][cH:24]1.[CH2:1]([CH3:2])[n:3]1[n:4][cH:5][c:6](-[n:10]2[c:11]([CH3:16])[n:12][c:13]([I:15])[cH:14]2)[cH:7][c:8]1=[O:9]>>[CH2:1]([CH3:2])[n:3]1[n:4][cH:5][c:6](-[n:10]2[c:11]([CH3:16])[n:12][c:13]([C:18]#[C:17][c:19]3[cH:20][c:21]([CH3:25])[cH:22][cH:23][cH:24]3)[cH:14]2)[cH:7][c:8]1=[O:9]. The reactants are COC(=O)c1ccc(C2=NC(C(C)C)CO2)cc1, CCOCC, CO, Cl, [K+], [OH-], O. Yields the product CC(C)C1COC(c2ccc(C(=O)O)cc2)=N1. As a reaction SMILES: [CH3:1][O:2][C:3](=[O:4])[c:5]1[cH:6][cH:7][c:8]([C:11]2=[N:15][CH:14]([CH:16]([CH3:17])[CH3:18])[CH2:13][O:12]2)[cH:9][cH:10]1.[CH3:23][CH2:24][O:25][CH2:26][CH3:27].[CH3:28][OH:29].[ClH:22].[K+:20].[OH-:19].[OH2:21]>>[O:2]=[C:3]([OH:4])[c:5]1[cH:6][cH:7][c:8]([C:11]2=[N:15][CH:14]([CH:16]([CH3:17])[CH3:18])[CH2:13][O:12]2)[cH:9][cH:10]1. The yield is 36.0%. Reaction conditions: time 3 hour. The reactants are ClCCCCN1C(NC(C(=C1)C1(NC=CC=C1)C)=O)=O (1-(4-chloro-butyl)-5-(2-methyl-pyridin-2-yl)-1H-pyrimidine-2,4-dione), FC(C1=CC=C(C=C1)[C@]12CNC[C@@H]2C1)(F)F ((1S,5R)-1-(4-trifluoromethyl-phenyl)-3-aza-bicyclo[3.1.0]hexane), CCN(C(C)C)C(C)C (DIPEA), CCO (EtOH). Yields the product Cl.Cl.CC1=NC=CC=C1C=1C(NC(N(C1)CCCCN1C[C@]2(C[C@H]2C1)C1=CC=C(C=C1)C(F)(F)F)=O)=O (5-(2-methyl-3-pyridinyl)-1-(4-{(1S,5R)-1-[4-(trifluoromethyl)phenyl]-3-azabicyclo[3.1.0]hex-3-yl}butyl)-2,4(1H,3H)-pyrimidinedione dihydrochloride). RXN SMILES: [Cl:1][CH2:2][CH2:3][CH2:4][CH2:5][N:6]1[CH:11]=[C:10](C2(C)C=CC=CN2)[C:9](=[O:19])[NH:8][C:7]1=[O:20].[F:21][C:22]([F:36])([F:35])[C:23]1[CH:28]=[CH:27][C:26]([C@:29]23[CH2:34][C@H:33]2[CH2:32][NH:31][CH2:30]3)=[CH:25][CH:24]=1.CC[N:39]([CH:43]([CH3:45])[CH3:44])[CH:40]([CH3:42])C.[CH3:46]CO>>[ClH:1].[ClH:1].[CH3:45][C:43]1[C:44]([C:10]2[C:9](=[O:19])[NH:8][C:7](=[O:20])[N:6]([CH2:5][CH2:4][CH2:3][CH2:2][N:31]3[CH2:32][C@H:33]4[C@:29]([C:26]5[CH:25]=[CH:24][C:23]([C:22]([F:21])([F:35])[F:36])=[CH:28][CH:27]=5)([CH2:34]4)[CH2:30]3)[CH:11]=2)=[CH:46][CH:42]=[CH:40][N:39]=1 |f:4.5.6|. Procedure: A solution of 1-(4-chloro-butyl)-5-(2-methyl-pyridin-2-yl)-1H-pyrimidine-2,4-dione (Prep48, 100 mg, 0.34 mmol), (1S,5R)-1-(4-trifluoromethyl-phenyl)-3-aza-bicyclo[3.1.0]hexane (Prep4, 77 mg, 0.34 mmol), and DIPEA (132 μl, 1 mmol) in absolute EtOH (3 mL) was heated at 125° C. for 3 hours in a microwave oven. The solvent was removed under vacuum and the residue was partitioned between water and ethyl acetate. The organic phase was dried (Na2SO4), filtered and evaporated. The residue was dissolved ... Starting materials: ClC=1C=C(C=CC1OC)CCC1(CC(CC(O1)=O)=O)C1CCCC1 (6-[2-(3-Chloro-4-methoxy-phenyl)-ethyl]-6-cyclopentyl-dihydro-pyran-2,4-dione), C1CCC2=NCCCN2CC1 (DBU), IC (iodomethane). The solvent is CN(C)C=O (DMF). Run at time 8 hour. Product: ClC=1C=C(C=CC1OC)CCC1(CC(=CC(O1)=O)OC)C1CCCC1 (6-[2-(3-Chloro-4-methoxy-phenyl)-ethyl]-6-cyclopentyl-4-methoxy-5,6-dihydro-pyran-2-one). Isolated yield 13.2%. RXN SMILES: [Cl:1][C:2]1[CH:3]=[C:4]([CH2:10][CH2:11][C:12]2([CH:20]3[CH2:24][CH2:23][CH2:22][CH2:21]3)[O:17][C:16](=[O:18])[CH2:15][C:14](=[O:19])[CH2:13]2)[CH:5]=[CH:6][C:7]=1[O:8][CH3:9].[CH2:25]1CCN2C(=NCCC2)CC1.IC>CN(C=O)C>[Cl:1][C:2]1[CH:3]=[C:4]([CH2:10][CH2:11][C:12]2([CH:20]3[CH2:24][CH2:23][CH2:22][CH2:21]3)[O:17][C:16](=[O:18])[CH:15]=[C:14]([O:19][CH3:25])[CH2:13]2)[CH:5]=[CH:6][C:7]=1[O:8][CH3:9]. Procedure details: To a solution of 6-[2-(3-Chloro-4-methoxy-phenyl)-ethyl]-6-cyclopentyl-dihydro-pyran-2,4-dione (60 mg, 0.17 mmol) from Example B(87), dissolved in DMF (1.5 mL), were added DBU (0.028 mL, 0.188 mmol) and iodomethane (0.011 mL, 0.17 mmol). The reaction was stirred at room temperature overnight, and then was quenched with water. The reaction was extracted with EtOAc, and the organic layers were combined. After washing with saturated NaCl, the organic layer was dried over Na2SO4. The solids were rem...